This data is from the Open Reaction Database (ORD), a public repository of structured organic reaction records. The task is: describe an organic reaction: reactants, conditions, products, and yield Starting materials: CN, CC#N, CC(c1ccccc1)c1nc2c(c(OS(=O)(=O)C(F)(F)F)n1)CCN(C(=O)OC(C)(C)C)CC2. Product: CNc1nc(C(C)c2ccccc2)nc2c1CCN(C(=O)OC(C)(C)C)CC2. Reaction SMILES: [CH3:1][NH2:2].[CH3:37][C:38]#[N:39].[c:3]1([CH:9]([CH3:10])[c:11]2[n:12][c:13]([O:29][S:30]([C:31]([F:32])([F:33])[F:34])(=[O:35])=[O:36])[c:14]3[c:15]([n:28]2)[CH2:16][CH2:17][N:18]([C:21](=[O:22])[O:23][C:24]([CH3:25])([CH3:26])[CH3:27])[CH2:19][CH2:20]3)[cH:4][cH:5][cH:6][cH:7][cH:8]1>>[CH3:1][NH:2][c:13]1[n:12][c:11]([CH:9]([c:3]2[cH:4][cH:5][cH:6][cH:7][cH:8]2)[CH3:10])[n:28][c:15]2[c:14]1[CH2:20][CH2:19][N:18]([C:21](=[O:22])[O:23][C:24]([CH3:25])([CH3:26])[CH3:27])[CH2:17][CH2:16]2. Starting materials: CON(C(C1=C(N=C(C=C1)C(F)(F)F)C#C[Si](C)(C)C)=O)C (N-methoxy-N-methyl-6-trifluoromethyl-2-trimethylsilanylethynyl-nicotinamide), [OH-].[Na+] (NaOH). The solvent is O (H2O), C1CCOC1 (THF), CO (CH3OH). Run at time 50 minute. The product is C(#C)C1=C(C(=O)N(C)OC)C=CC(=N1)C(F)(F)F (2-ethynyl-N-methoxy-N-methyl-6-trifluoromethyl-nicotinamide). Isolated yield 100.1%. As a reaction SMILES: [CH3:1][O:2][N:3]([CH3:22])[C:4](=[O:21])[C:5]1[CH:10]=[CH:9][C:8]([C:11]([F:14])([F:13])[F:12])=[N:7][C:6]=1[C:15]#[C:16][Si](C)(C)C.[OH-].[Na+]>C1COCC1.CO.O>[C:15]([C:6]1[N:7]=[C:8]([C:11]([F:14])([F:12])[F:13])[CH:9]=[CH:10][C:5]=1[C:4]([N:3]([O:2][CH3:1])[CH3:22])=[O:21])#[CH:16] |f:1.2|. Reported procedure: To a suspension of N-methoxy-N-methyl-6-trifluoromethyl-2-trimethylsilanylethynyl-nicotinamide (148 g, 0.449 mmol) in THF (1 ml) and CH3OH (0.5 ml) was added a solution of 1N-NaOH (0.5 ml) and the mixture was stirred for 50 min at room temperature. The resulting residue was dissolved in H2O and then washed three times with EtOAc, acidified with 1N HCl to pH 1˜2. The solution was extracted three times with methylene chloride and then dried over anhyd. Na2SO4 and concentrated in vacuo to give 2-et... The reactants are FC1=C(C=C2C(=NN(C2=C1)C(C1=CC=CC=C1)(C1=CC=CC=C1)C1=CC=CC=C1)\C=C\C1=CC=C(C=C1)F)[N+](=O)[O-] (6-fluoro-3-[(E)-2-(4-fluorophenyl)-vinyl]-5-nitro-1-trityl-1H-indazole), [Cl-].[NH4+] (ammonium chloride). Reagents/catalysts: [Fe] (iron). Solvent: CN(C=O)C (N,N-dimethylformamide). Reaction conditions: temperature 80 celsius, time 8 hour. Yields the product FC1=C(C=C2C(=NN(C2=C1)C(C1=CC=CC=C1)(C1=CC=CC=C1)C1=CC=CC=C1)\C=C\C1=CC=C(C=C1)F)N (6-Fluoro-3-[(E)-2-(4-fluorophenyl)-vinyl]-1-trityl-1H-indazol -5-ylamine). The yield is 92.0%. Reaction SMILES: [F:1][C:2]1[CH:10]=[C:9]2[C:5]([C:6](/[CH:30]=[CH:31]/[C:32]3[CH:37]=[CH:36][C:35]([F:38])=[CH:34][CH:33]=3)=[N:7][N:8]2[C:11]([C:24]2[CH:29]=[CH:28][CH:27]=[CH:26][CH:25]=2)([C:18]2[CH:23]=[CH:22][CH:21]=[CH:20][CH:19]=2)[C:12]2[CH:17]=[CH:16][CH:15]=[CH:14][CH:13]=2)=[CH:4][C:3]=1[N+:39]([O-])=O.[Cl-].[NH4+]>CN(C)C=O.[Fe]>[F:1][C:2]1[CH:10]=[C:9]2[C:5]([C:6](/[CH:30]=[CH:31]/[C:32]3[CH:33]=[CH:34][C:35]([F:38])=[CH:36][CH:37]=3)=[N:7][N:8]2[C:11]([C:18]2[CH:23]=[CH:22][CH:21]=[CH:20][CH:19]=2)([C:24]2[CH:29]=[CH:28][CH:27]=[CH:26][CH:25]=2)[C:12]2[CH:17]=[CH:16][CH:15]=[CH:14][CH:13]=2)=[CH:4][C:3]=1[NH2:39] |f:1.2|. Procedure: To a solution of 290 mg of 6-fluoro-3-[(E)-2-(4-fluorophenyl)-vinyl]-5-nitro-1-trityl-1H-indazole in a mixture of 5 mL N,N-dimethylformamide/9 mL methanol/1 mL water were added 30 mg of ammonium chloride and 150 mg of iron powder, and stirred at 80° C. for 8 hours. After filtering off the insoluble substances through Celite, the solvent was evaporated, and the resultant residue was dissolved in 15 mL of ethyl acetate. The organic layer was washed successively with water, saturated aqueous sodium... The reactants are CCOc1cc(C(C)(C)C)ncc1C1=NC(C)(c2ccc(Cl)cc2)C(C)(c2ccc(Cl)cc2)N1C(=O)N1CCC(CC(=O)O)CC1, CC1(C)CCCNC1. Product: CCOc1cc(C(C)(C)C)ncc1C1=NC(C)(c2ccc(Cl)cc2)C(C)(c2ccc(Cl)cc2)N1C(=O)N1CCC(CC(=O)N2CCCC(C)(C)C2)CC1. Reaction SMILES: [C:1]([CH3:2])([CH3:3])([CH3:4])[c:5]1[cH:6][c:7]([O:44][CH2:45][CH3:46])[c:8]([C:11]2=[N:15][C:14]([CH3:16])([c:17]3[cH:18][cH:19][c:20]([Cl:23])[cH:21][cH:22]3)[C:13]([CH3:24])([c:25]3[cH:26][cH:27][c:28]([Cl:31])[cH:29][cH:30]3)[N:12]2[C:32](=[O:33])[N:34]2[CH2:35][CH2:36][CH:37]([CH2:40][C:41](=[O:42])[OH:43])[CH2:38][CH2:39]2)[cH:9][n:10]1.[CH3:47][C:48]1([CH3:54])[CH2:49][NH:50][CH2:51][CH2:52][CH2:53]1>>[C:1]([CH3:2])([CH3:3])([CH3:4])[c:5]1[cH:6][c:7]([O:44][CH2:45][CH3:46])[c:8]([C:11]2=[N:15][C:14]([CH3:16])([c:17]3[cH:18][cH:19][c:20]([Cl:23])[cH:21][cH:22]3)[C:13]([CH3:24])([c:25]3[cH:26][cH:27][c:28]([Cl:31])[cH:29][cH:30]3)[N:12]2[C:32](=[O:33])[N:34]2[CH2:35][CH2:36][CH:37]([CH2:40][C:41](=[O:42])[N:50]3[CH2:49][C:48]([CH3:47])([CH3:54])[CH2:53][CH2:52][CH2:51]3)[CH2:38][CH2:39]2)[cH:9][n:10]1. Reactants: CCC(O)(CC)c1cc2ccc(C(=O)O)cc2s1, Cc1ccccc1O, ClCCl. Yields the product CCC(CC)(c1ccc(O)c(C)c1)c1cc2ccc(C(=O)O)cc2s1. As a reaction SMILES: [CH2:1]([CH3:2])[C:3]([CH2:4][CH3:5])([OH:6])[c:7]1[cH:8][c:9]2[c:10]([s:11]1)[cH:12][c:13]([C:16](=[O:17])[OH:18])[cH:14][cH:15]2.[CH3:19][c:20]1[cH:21][cH:22][cH:23][cH:24][c:25]1[OH:26].[Cl:27][CH2:28][Cl:29]>>[CH2:1]([CH3:2])[C:3]([CH2:4][CH3:5])([c:7]1[cH:8][c:9]2[c:10]([s:11]1)[cH:12][c:13]([C:16](=[O:17])[OH:18])[cH:14][cH:15]2)[c:22]1[cH:21][c:20]([CH3:19])[c:25]([OH:26])[cH:24][cH:23]1. Starting materials: [BH4-], C1COCCO1, CCO, CC(C)Oc1ccc(-c2nc(-c3cccc4c(C=C[N+](=O)[O-])c[nH]c34)no2)cc1Cl, [Na+]. Product: CC(C)Oc1ccc(-c2nc(-c3cccc4c(CC[N+](=O)[O-])c[nH]c34)no2)cc1Cl. As a reaction SMILES: [BH4-:1].[CH2:33]1[O:34][CH2:35][CH2:36][O:37][CH2:38]1.[CH3:39][CH2:40][OH:41].[Cl:3][c:4]1[cH:5][c:6](-[c:14]2[n:15][c:16](-[c:19]3[cH:20][cH:21][cH:22][c:23]4[c:24]([CH:28]=[CH:29][N+:30](=[O:31])[O-:32])[cH:25][nH:26][c:27]34)[n:17][o:18]2)[cH:7][cH:8][c:9]1[O:10][CH:11]([CH3:12])[CH3:13].[Na+:2]>>[Cl:3][c:4]1[cH:5][c:6](-[c:14]2[n:15][c:16](-[c:19]3[cH:20][cH:21][cH:22][c:23]4[c:24]([CH2:28][CH2:29][N+:30](=[O:31])[O-:32])[cH:25][nH:26][c:27]34)[n:17][o:18]2)[cH:7][cH:8][c:9]1[O:10][CH:11]([CH3:12])[CH3:13]. The reactants are C(C)(=O)C=1C=C(OC2CCN(CC2)C(=O)OC(C)(C)C)C=CC1 (tert-Butyl 4-(3-acetylphenoxy)piperidine-1-carboxylate), C(C)OC(C)=O.Cl (hydrochloric acid ethyl acetate). Reaction conditions: time 2 hour. The product is Cl.N1CCC(CC1)OC=1C=C(C=CC1)C(C)=O (1-(3-(Piperidin-4-yloxy)phenyl)ethanone hydrochloride). The yield is 89.0%. RXN SMILES: [C:1]([C:4]1[CH:5]=[C:6]([CH:21]=[CH:22][CH:23]=1)[O:7][CH:8]1[CH2:13][CH2:12][N:11](C(OC(C)(C)C)=O)[CH2:10][CH2:9]1)(=[O:3])[CH3:2].C(OC(=O)C)C.[ClH:30]>>[ClH:30].[NH:11]1[CH2:10][CH2:9][CH:8]([O:7][C:6]2[CH:5]=[C:4]([C:1](=[O:3])[CH3:2])[CH:23]=[CH:22][CH:21]=2)[CH2:13][CH2:12]1 |f:1.2,3.4|. Procedure: tert-Butyl 4-(3-acetylphenoxy)piperidine-1-carboxylate (4.70 g, 14.7 mmol, Step-1) was dissolved in 4M hydrochloric acid ethyl acetate solution (30 mL). The mixture was stirred at room temperature for 2 hours. After concentration under reduced pressure, the residue was crystallized from diisopropylether to give 3.37 g (89%) of the title compound as a white solid.